From a dataset of the Open Reaction Database (ORD), a public repository of structured organic reaction records. describe an organic reaction: reactants, conditions, products, and yield Starting materials: CCC(C)O, Clc1nccn2c(C3CC3)nc(-c3ccc(Oc4ccccc4)cc3)c12, N, O. The product is Nc1nccn2c(C3CC3)nc(-c3ccc(Oc4ccccc4)cc3)c12. Reaction SMILES: [CH3:29][CH:30]([OH:31])[CH2:32][CH3:33].[Cl:2][c:3]1[c:4]2[n:5]([cH:6][cH:7][n:8]1)[c:9]([CH:25]1[CH2:26][CH2:27]1)[n:10][c:11]2-[c:12]1[cH:13][cH:14][c:15]([O:18][c:19]2[cH:20][cH:21][cH:22][cH:23][cH:24]2)[cH:16][cH:17]1.[NH3:1].[OH2:28]>>[NH2:1][c:3]1[c:4]2[n:5]([cH:6][cH:7][n:8]1)[c:9]([CH:25]1[CH2:26][CH2:27]1)[n:10][c:11]2-[c:12]1[cH:13][cH:14][c:15]([O:18][c:19]2[cH:20][cH:21][cH:22][cH:23][cH:24]2)[cH:16][cH:17]1. Starting materials: Cl.NCCC1=CNC2=CC=CC=C12 (3-(2-aminoethyl)indole hydrochloride), C1(=CC=CC=C1)C1=C(C=NO1)CCC(=O)O (3-(5-phenyl-4-isoxazolyl)propionic acid), O.ON1N=NC2=C1C=CC=C2 (1-hydroxy-1H-1,2,3-benzotriazole hydrate), Cl.C(C)N=C=NCCCN(C)C (1-ethyl-3-(3-dimethylaminopropyl)carbodiimide hydrochloride). Run in CN(C=O)C (N,N-dimethylformamide), C(C)N(CC)CC (triethylamine), O (water). Run at time 1 hour. The product is N1C=C(C2=CC=CC=C12)CCNC(CCC=1C=NOC1C1=CC=CC=C1)=O (N-[2-(3-indolyl)ethyl]-3-(5-phenyl-4-isoxazolyl)propionamide). Isolated yield 90.7%. RXN SMILES: Cl.[NH2:2][CH2:3][CH2:4][C:5]1[C:13]2[C:8](=[CH:9][CH:10]=[CH:11][CH:12]=2)[NH:7][CH:6]=1.[C:14]1([C:20]2[O:24][N:23]=[CH:22][C:21]=2[CH2:25][CH2:26][C:27](O)=[O:28])[CH:19]=[CH:18][CH:17]=[CH:16][CH:15]=1.O.ON1C2C=CC=CC=2N=N1.Cl.C(N=C=NCCCN(C)C)C>O.CN(C)C=O.C(N(CC)CC)C>[NH:7]1[C:8]2[C:13](=[CH:12][CH:11]=[CH:10][CH:9]=2)[C:5]([CH2:4][CH2:3][NH:2][C:27](=[O:28])[CH2:26][CH2:25][C:21]2[CH:22]=[N:23][O:24][C:20]=2[C:14]2[CH:15]=[CH:16][CH:17]=[CH:18][CH:19]=2)=[CH:6]1 |f:0.1,3.4,5.6|. Procedure details: A mixture of 3-(2-aminoethyl)indole hydrochloride (0.46 g), triethylamine (0.6 ml) and N,N-dimethylformamide (20 ml) was stirred at room temperature for 1 hr. To the obtained mixture was added 3-(5-phenyl-4-isoxazolyl)propionic acid (0.42 g), 1-hydroxy-1H-1,2,3-benzotriazole hydrate (0.37 g) and 1-ethyl-3-(3-dimethylaminopropyl)carbodiimide hydrochloride (0.45 g), and the mixture was stirred at room temperature overnight. The reaction mixture was poured into water and the mixture was extracted w...